This data is from the Open Reaction Database (ORD), a public repository of structured organic reaction records. The task is: describe an organic reaction: reactants, conditions, products, and yield The reactants are CCCCBr, O=C([O-])[O-], CN(C)C=O, [K+], [K+], N#CCc1ccc(O)cc1. Product: CCCCOc1ccc(CC#N)cc1. Reaction SMILES: [Br:11][CH2:12][CH2:13][CH2:14][CH3:15].[C:16](=[O:17])([O-:18])[O-:19].[CH3:22][N:23]([CH3:24])[CH:25]=[O:26].[K+:20].[K+:21].[OH:1][c:2]1[cH:3][cH:4][c:5]([CH2:6][C:7]#[N:8])[cH:9][cH:10]1>>[O:1]([c:2]1[cH:3][cH:4][c:5]([CH2:6][C:7]#[N:8])[cH:9][cH:10]1)[CH2:12][CH2:13][CH2:14][CH3:15]. The reactants are COc1ccc(-c2nccc(C#N)c2N)cc1, C1COCCO1, O. The product is COc1ccc(-c2nccc(C(N)=O)c2N)cc1. RXN SMILES: [NH2:1][c:2]1[c:3](-[c:10]2[cH:11][cH:12][c:13]([O:16][CH3:17])[cH:14][cH:15]2)[n:4][cH:5][cH:6][c:7]1[C:8]#[N:9].[O:18]1[CH2:19][CH2:20][O:21][CH2:22][CH2:23]1.[OH2:24]>>[NH2:1][c:2]1[c:3](-[c:10]2[cH:11][cH:12][c:13]([O:16][CH3:17])[cH:14][cH:15]2)[n:4][cH:5][cH:6][c:7]1[C:8]([NH2:9])=[O:18]. Reactants: ClC1=CC=C(CNC=2C=C(C(=O)NC(C)C)C=CC2)C=C1 (3-(4-Chloro-benzylamino)-N-isopropyl-benzamide), C(C)(C)N(CC)C(C)C (diisopropylethylamine), CN1N=CC=C1S(=O)(=O)Cl (1-methyl-1H-pyrazole-5-sulfonyl chloride). Solvent: ClCCl (dichloromethane), ClCCl (dichloromethane), O (water). Yields the product ClC1=CC=C(CN(C=2C=C(C(=O)NC(C)C)C=CC2)S(=O)(=O)C=2N(N=CC2)C)C=C1 (3-[(4-Chloro-benzyl)-(2-methyl-2H pyrazole-3-sulfonyl)-amino]-N-isopropyl-benzamide). The yield is 20.1%. RXN SMILES: [Cl:1][C:2]1[CH:21]=[CH:20][C:5]([CH2:6][NH:7][C:8]2[CH:9]=[C:10]([CH:17]=[CH:18][CH:19]=2)[C:11]([NH:13][CH:14]([CH3:16])[CH3:15])=[O:12])=[CH:4][CH:3]=1.C(N(C(C)C)CC)(C)C.[CH3:31][N:32]1[C:36]([S:37](Cl)(=[O:39])=[O:38])=[CH:35][CH:34]=[N:33]1>ClCCl.O>[Cl:1][C:2]1[CH:21]=[CH:20][C:5]([CH2:6][N:7]([S:37]([C:36]2[N:32]([CH3:31])[N:33]=[CH:34][CH:35]=2)(=[O:39])=[O:38])[C:8]2[CH:9]=[C:10]([CH:17]=[CH:18][CH:19]=2)[C:11]([NH:13][CH:14]([CH3:16])[CH3:15])=[O:12])=[CH:4][CH:3]=1. Reported procedure: 3-(4-Chloro-benzylamino)-N-isopropyl-benzamide (30 mg, 0.1 mmol), diisopropylethylamine (35 μL, 0.2 mmol) and 1-methyl-1H-pyrazole-5-sulfonyl chloride (36 mg, 0.2 mmol) were stirred in dry dichloromethane (2 ml) at room temperature for 72 hrs. The reaction was diluted with dichloromethane ml) and water (5 ml) with stirring. The organics were collected, dried (PTFE frit) and concentrated in vacuo. The residue was purified by preparative TLC (10% ethyl acetate/dichloromethane) to yield the product... Reactants: FC(OC1=CC=C(OC=2C(=C3C(=C(C(=NC3=CC2)C)C)O)C)C=C1)(F)F (6-(4-trifluoromethoxyphenoxy)-4-hydroxy-2,3,5-trimethyl-quinoline), FC(OC1=CC=C(OC2=C(C=C(N)C=C2)C)C=C1)(F)F (4-(4-trifluoromethoxyphenoxy)-3-methyl-aniline), CC(C(=O)OCC)C(=O)C (ethyl 2-methylacetoacetate), C1(=CC=C(C=C1)S(=O)(=O)O)C (p-toluenesulfonic acid). Run in C=1(C(=CC=CC1)C)C (xylene). The product is mixture, FC(OC1=CC=C(OC=2C=C3C(=C(C(=NC3=CC2C)C)C)O)C=C1)(F)F (6-(4-trifluoromethoxyphenoxy)-4-hydroxy-2,3,7-trimethyl-quinoline). Yield: 100.0%. RXN SMILES: FC(F)(F)OC1C=CC(OC2C=CC(N)=CC=2C)=CC=1.CC(C(C)=O)C(OCC)=O.C1(C)C=CC(S(O)(=O)=O)=CC=1.[F:42][C:43]([F:67])([F:66])[O:44][C:45]1[CH:65]=[CH:64][C:48]([O:49][C:50]2[C:51]([CH3:63])=[C:52]3[C:57](=[CH:58][CH:59]=2)[N:56]=[C:55]([CH3:60])[C:54]([CH3:61])=[C:53]3[OH:62])=[CH:47][CH:46]=1>C1(C)C(C)=CC=CC=1>[F:66][C:43]([F:42])([F:67])[O:44][C:45]1[CH:65]=[CH:64][C:48]([O:49][C:50]2[CH:59]=[C:58]3[C:57](=[CH:52][C:51]=2[CH3:63])[N:56]=[C:55]([CH3:60])[C:54]([CH3:61])=[C:53]3[OH:62])=[CH:47][CH:46]=1. Reported procedure: A solution of 2.2 g of 4-(4-trifluoromethoxyphenoxy)-3-methyl-aniline, 2.6 g of ethyl 2-methylacetoacetate, and 1.52 g of p-toluenesulfonic acid dissolved in 81 mL of xylene was heated under reflux for 12 hr. This reaction solution was cooled, and the precipitated crystals were then collected by filtration and were washed with distilled water and n-hexane to give 3.88 g of a mixture of 6-(4-trifluoromethoxyphenoxy)-4-hydroxy-2,3,5-trimethyl-quinoline with 6-(4-trifluoromethoxyphenoxy)-4-hydroxy-... Product: OC1c2ccc(Cl)cc2SCC1Br. As a reaction SMILES: [BH4-:14].[Br:1][CH:2]1[CH2:3][S:4][c:5]2[cH:6][c:7]([Cl:13])[cH:8][cH:9][c:10]2[C:11]1=[O:12].[CH3:17][OH:18].[Na+:15].[OH2:16]>>[Br:1][CH:2]1[CH2:3][S:4][c:5]2[cH:6][c:7]([Cl:13])[cH:8][cH:9][c:10]2[CH:11]1[OH:12]. Reactants: [BH4-], O=C1c2ccc(Cl)cc2SCC1Br, CO, [Na+], O. Starting materials: C(C)(C)(C)NC(=O)C1=CN(C2=NC=C(N=C21)NC=2C=NC(=CC2)C)COCC[Si](C)(C)C (N-tert-butyl-2-(6-methylpyridin-3-ylamino)-5-((2-(trimethylsilyl)ethoxy)methyl)-5H-pyrrolo[2,3-b]pyrazine-7-carboxamide), FC(C(=O)O)(F)F (trifluoroacetic acid), CO (methanol), [OH-].[NH4+] (ammonium hydroxide). Run in ClCCl (dichloromethane), ClCCl (dichloromethane). Reaction conditions: time 16 hour. Product: C(C)(C)(C)NC(=O)C1=CNC2=NC=C(N=C21)NC=2C=NC(=CC2)C (N-tert-butyl-2-(6-methylpyridin-3-ylamino)-5H-pyrrolo[2,3-b]pyrazine-7-carboxamide). Isolated yield 84.3%. RXN SMILES: [C:1]([NH:5][C:6]([C:8]1[C:16]2[C:11](=[N:12][CH:13]=[C:14]([NH:17][C:18]3[CH:19]=[N:20][C:21]([CH3:24])=[CH:22][CH:23]=3)[N:15]=2)[N:10](COCC[Si](C)(C)C)[CH:9]=1)=[O:7])([CH3:4])([CH3:3])[CH3:2].FC(F)(F)C(O)=O.CO.[OH-].[NH4+]>ClCCl>[C:1]([NH:5][C:6]([C:8]1[C:16]2[C:11](=[N:12][CH:13]=[C:14]([NH:17][C:18]3[CH:19]=[N:20][C:21]([CH3:24])=[CH:22][CH:23]=3)[N:15]=2)[NH:10][CH:9]=1)=[O:7])([CH3:4])([CH3:3])[CH3:2] |f:3.4|. Reported procedure: To a solution of N-tert-butyl-2-(6-methylpyridin-3-ylamino)-5-((2-(trimethylsilyl)ethoxy)methyl)-5H-pyrrolo[2,3-b]pyrazine-7-carboxamide (55 mg, 121 mol) in dichloromethane (1.9 mL) was added trifluoroacetic acid (276 mg, 186 μL, 2.42 mmol) and the mixture stirred at room temperature for 16 h. The reaction mixture was concentrated in vacuo and the residue obtained then dissolved in dichloromethane (2 mL), methanol (1 mL) and ammonium hydroxide (0.25 mL) and the mixture stirred at room temperatur...